Dataset: the Open Reaction Database (ORD), a public repository of structured organic reaction records. Task: describe an organic reaction: reactants, conditions, products, and yield Reaction SMILES: [Br:1][c:2]1[c:3]([C:4](=[O:5])[OH:6])[cH:7][c:8]([F:11])[cH:9][cH:10]1.[CH3:28][OH:29].[CH:12]([O:13][CH3:14])([O:15][CH3:16])[O:17][CH3:18].[CH:24]([O:25][CH3:26])=[O:27].[S:19](=[O:20])(=[O:21])([OH:22])[OH:23]>>[Br:1][c:2]1[c:3]([C:4](=[O:5])[O:6][CH3:12])[cH:7][c:8]([F:11])[cH:9][cH:10]1. The reactants are O=C(O)c1cc(F)ccc1Br, CO, COC(OC)OC, COC=O, O=S(=O)(O)O. The product is COC(=O)c1cc(F)ccc1Br. Starting materials: C(C)(C)C=1C(NC(NC1OC1=CC(=CC(=C1)C)C)=O)=O (5-Isopropyl-6-(3,5-dimethylphenoxy)-2,4-pyrimidinedione), [Si](C)(C)(C(C)(C)C)OCC1C=C(CC1CO[Si](C)(C)C(C)(C)C)CBr ([3,4-di(t-butyldimethylsilyloxymethyl)cyclopent-1-en-1-yl]methyl bromide). Product: OCC1C=C(CC1CO)CN1C(NC(C(=C1OC1=CC(=CC(=C1)C)C)C(C)C)=O)=O (1-{[3,4-Di(hydroxymethyl)cyclopent-1-en-1-yl]methyl}-5-isopropyl-6-(3,5-dimethylphenoxy)-2,4-pyrimidinedione). Isolated yield 17.5%. As a reaction SMILES: [CH:1]([C:4]1[C:5](=[O:20])[NH:6][C:7](=[O:19])[NH:8][C:9]=1[O:10][C:11]1[CH:16]=[C:15]([CH3:17])[CH:14]=[C:13]([CH3:18])[CH:12]=1)([CH3:3])[CH3:2].[Si]([O:28][CH2:29][CH:30]1[CH:34]([CH2:35][O:36][Si](C(C)(C)C)(C)C)[CH2:33][C:32]([CH2:44]Br)=[CH:31]1)(C(C)(C)C)(C)C>>[OH:28][CH2:29][CH:30]1[CH:34]([CH2:35][OH:36])[CH2:33][C:32]([CH2:44][N:8]2[C:9]([O:10][C:11]3[CH:12]=[C:13]([CH3:18])[CH:14]=[C:15]([CH3:17])[CH:16]=3)=[C:4]([CH:1]([CH3:3])[CH3:2])[C:5](=[O:20])[NH:6][C:7]2=[O:19])=[CH:31]1. Procedure: 5-Isopropyl-6-(3,5-dimethylphenoxy)-2,4-pyrimidinedione and [3,4-di(t-butyldimethylsilyloxymethyl)cyclopent-1-en-1-yl]methyl bromide were reacted by the same method with example 28 to obtain the titled compound (48 mg).